Dataset: the Open Reaction Database (ORD), a public repository of structured organic reaction records. Task: describe an organic reaction: reactants, conditions, products, and yield The reactants are [Cl-].[NH4+] (ammonium chloride), solution, C[Mg]Br (methyl magnesium bromide), COC(C1=C(C=C(C=C1)Br)Cl)=O (4-bromo-2-chloro-benzoic acid methyl ester), CCOCC (ether). Run in C1CCOC1 (THF). Run at time 8 hour. Product: BrC1=CC(=C(C=C1)C(C)(C)O)Cl (2-(4-bromo-2-chloro-phenyl)-propan-2-ol), liquid. Yield: 82.0%. RXN SMILES: [CH3:1][Mg]Br.COC(=O)[C:7]1[CH:12]=[CH:11][C:10]([Br:13])=[CH:9][C:8]=1[Cl:14].[Cl-].[NH4+].CC[O:20][CH2:21][CH3:22]>C1COCC1>[Br:13][C:10]1[CH:11]=[CH:12][C:7]([C:21]([OH:20])([CH3:22])[CH3:1])=[C:8]([Cl:14])[CH:9]=1 |f:2.3|. Reported procedure: 1.88 ml of a 3 molar solution of methyl magnesium bromide in ether were added dropwise to a solution of 470 mg (1.88 mmol) of 4-bromo-2-chloro-benzoic acid methyl ester [CAS 185312-82-7] in 20 ml THF at −78° C. The reaction mixture was then warmed to rt and stirred overnight. The mixture was then poured into sat. ammonium chloride solution and extracted with ether. The combined organic layers were washed with brine, dried (MgSO4), filtered and concentrated in vacuo to give a residue which was pu... Reactants: CC1=CC(=NC=C1)N1C(C2=CC=CC=C2C1=O)=O (2-(4-methyl-pyridin-2-yl)-isoindole-1,3-dione), ClN1C(CCC1=O)=O (N-chloro succinimide), C(C1=CC=CC=C1)(=O)OOC(C1=CC=CC=C1)=O (benzoyl peroxide). The solvent is C(Cl)(Cl)(Cl)Cl (carbon tetrachloride). Product: ClCC1=CC(=NC=C1)N1C(C2=CC=CC=C2C1=O)=O (2-(4-chloromethyl-pyridin-2-yl)-isoindole-1,3-dione). The yield is 27.5%. RXN SMILES: [CH3:1][C:2]1[CH:7]=[CH:6][N:5]=[C:4]([N:8]2[C:16](=[O:17])[C:15]3[C:10](=[CH:11][CH:12]=[CH:13][CH:14]=3)[C:9]2=[O:18])[CH:3]=1.[Cl:19]N1C(=O)CCC1=O.C(OOC(=O)C1C=CC=CC=1)(=O)C1C=CC=CC=1>C(Cl)(Cl)(Cl)Cl>[Cl:19][CH2:1][C:2]1[CH:7]=[CH:6][N:5]=[C:4]([N:8]2[C:9](=[O:18])[C:10]3[C:15](=[CH:14][CH:13]=[CH:12][CH:11]=3)[C:16]2=[O:17])[CH:3]=1. Reported procedure: A mixture of 2-(4-methyl-pyridin-2-yl)-isoindole-1,3-dione (952 mg, 4 mmol)), N-chloro succinimide (640 mg, 4.8 mmol), and benzoyl peroxide (484 g, 2 mmol) in carbon tetrachloride (20 ml) was refluxed for 2 hr. After cooling to room temperature, the mixture was filtered and the filtrate was evaporated in vacuo. The residue was purified by silica gel column chromatography (eluent, dichloromethane:EA (95:5)) to afford 300 mg (28%) of 2-(4-chloromethyl-pyridin-2-yl)-isoindole-1,3-dione as a pale br... The reactants are solution 2, CON(C1=NC(=NC(=N1)N)N)CO (methoxymethylolmelamine), O (water). Solvent: CC(C)O (IPA). Run at time 6 hour. The product is C(O)NC1=NC(=NC(=N1)N)N (methylolmelamine). As a reaction SMILES: CO[N:3]([CH2:12][OH:13])[C:4]1[N:9]=[C:8]([NH2:10])[N:7]=[C:6]([NH2:11])[N:5]=1.O>CC(O)C>[CH2:12]([NH:3][C:4]1[N:5]=[C:6]([NH2:11])[N:7]=[C:8]([NH2:10])[N:9]=1)[OH:13]. Procedure details: This example demonstrates the chemical solution 2 which was prepared as follows. In a 1-liter measuring flask were placed 100 g of methoxymethylolmelamine (“cymel 370” from Mitsui Cyanamide), 780 g of pure water, and 40 g of IPA. They were mixed with stirring at room temperature for 6 hours. Thus there was obtained around 10 wt % aqueous solution of methylolmelamine. This solution was incorporated with N-methylpyrrolidone as a swelling promoter.